From a dataset of the Open Reaction Database (ORD), a public repository of structured organic reaction records. describe an organic reaction: reactants, conditions, products, and yield The product is ClC1=C(C=C(C=C1)C1=C(N=C(S1)N)C)S(=O)(=O)C (5-(4-Chloro-3-methanesulfonyl-phenyl)-4-methyl-thiazol-2-ylamine). Reactants: ClC1=C(C=C(C=C1)C1=C(N=C(S1)NC(C)=O)C)S(=O)(=O)C (N-[5-(4-Chloro-3-methanesulfonyl-phenyl)-4-methyl-thiazol-2-yl]-acetamide), NC(=S)N (thiourea). As a reaction SMILES: [Cl:1][C:2]1[CH:7]=[CH:6][C:5]([C:8]2[S:12][C:11]([NH:13]C(=O)C)=[N:10][C:9]=2[CH3:17])=[CH:4][C:3]=1[S:18]([CH3:21])(=[O:20])=[O:19].NC(N)=S>>[Cl:1][C:2]1[CH:7]=[CH:6][C:5]([C:8]2[S:12][C:11]([NH2:13])=[N:10][C:9]=2[CH3:17])=[CH:4][C:3]=1[S:18]([CH3:21])(=[O:19])=[O:20]. Procedure details: This compound is made via an analogous procedure to N-[5-(4-Chloro-3-methanesulfonyl-phenyl)-4-methyl-thiazol-2-yl]-acetamide (Ex. 48) by replacing N-acetylthiourea with thiourea. Reactants: C1(C=2C(C(N1)=O)=CC=CC2)=O.[K] (potassium phthalimide), [I-].[K+] (potassium iodide), ClCC(C)N(S(=O)(=O)C)C1=C(C=CC=C1C)C (1-chloro-2-[N-(2,6-dimethylphenyl)-methanesulfonamido]-propane). Solvent: CN(C=O)C (dimethyl formamide). Run at time 7 hour. Yields the product C1(C=2C(C(N1CC(C)N(S(=O)(=O)C)C1=C(C=CC=C1C)C)=O)=CC=CC2)=O (1-phthalimido-2-[N-(2,6-dimethylphenyl)-methanesulfonamido]-propane). Yield: 26.4%. As a reaction SMILES: Cl[CH2:2][CH:3]([N:5]([C:10]1[C:15]([CH3:16])=[CH:14][CH:13]=[CH:12][C:11]=1[CH3:17])[S:6]([CH3:9])(=[O:8])=[O:7])[CH3:4].[C:18]1(=[O:28])[NH:22][C:21](=[O:23])[C:20]2=[CH:24][CH:25]=[CH:26][CH:27]=[C:19]12.[K].[I-].[K+]>CN(C)C=O>[C:18]1(=[O:28])[N:22]([CH2:2][CH:3]([N:5]([C:10]2[C:15]([CH3:16])=[CH:14][CH:13]=[CH:12][C:11]=2[CH3:17])[S:6]([CH3:9])(=[O:8])=[O:7])[CH3:4])[C:21](=[O:23])[C:20]2=[CH:24][CH:25]=[CH:26][CH:27]=[C:19]12 |f:1.2,3.4,^1:28|. Procedure: 45.3 g (0.164 moles) of 1-chloro-2-[N-(2,6-dimethylphenyl)-methanesulfonamido]-propane are dissolved in 700 ml of dry dimethyl formamide, 61 g (0.33 moles) of potassium phthalimide and 1 g (6 mmoles) of potassium iodide are added, and the mixture is stirred at 140°-145° C. for 7 hours. The reaction mixture is processed as described in Example 21 for the preparation of the starting substance. The resulting 46.6 g of crude, honey-like substance is triturated with 50 ml of diethyl ether, the separa...